From a dataset of the Open Reaction Database (ORD), a public repository of structured organic reaction records. describe an organic reaction: reactants, conditions, products, and yield Solvent: O (water), CN(C)C=O (DMF). As a reaction SMILES: C(=O)([O-])[O-].[K+].[K+].[CH2:7]([O:9][C:10]([CH:12]1[C:18](=[O:19])[CH2:17][CH2:16][N:15]([C:20]([O:22][C:23]([CH3:26])([CH3:25])[CH3:24])=[O:21])[CH2:14][CH2:13]1)=[O:11])[CH3:8].Br[CH2:28][C:29]([O:31][CH2:32][CH3:33])=[O:30]>CN(C=O)C.O>[CH2:7]([O:9][C:10]([C:12]1([CH2:28][C:29]([O:31][CH2:32][CH3:33])=[O:30])[C:18](=[O:19])[CH2:17][CH2:16][N:15]([C:20]([O:22][C:23]([CH3:25])([CH3:24])[CH3:26])=[O:21])[CH2:14][CH2:13]1)=[O:11])[CH3:8] |f:0.1.2|. Reactants: C([O-])([O-])=O.[K+].[K+] (potassium carbonate), C(C)OC(=O)C1CCN(CCC1=O)C(=O)OC(C)(C)C (5-oxo-azepane-1,4-dicarboxylic acid 1-tert-butyl ester 4-ethyl ester), BrCC(=O)OCC (ethyl bromoacetate). The yield is 61.5%. Yields the product C(C)OC(=O)C1(CCN(CCC1=O)C(=O)OC(C)(C)C)CC(=O)OCC (4-ethoxycarbonylmethyl-5-oxo-azepane-1,4-dicarboxylic acid 1-tert-butyl ester 4-ethyl ester). Reported procedure: 6.7 g potassium carbonate was added to 7 g 5-oxo-azepane-1,4-dicarboxylic acid 1-tert-butyl ester 4-ethyl ester in 50 mL DMF and stirred at RT. After 30 min 6.1 g ethyl bromoacetate was added and the reaction was stirred at RT over night. The reaction was diluted with water and extracted with ethyl acetate/hexane (1/1). The organic phase was washed with brine, dried and concentrated. The residue was purified by column chromatography on silica gel (15% ethyl acetate in hexane) to give 5.6 g of th... Reactants: C(C)(=O)C(CCCC1=CC=CC=C1)C1=NC(=C2C(NC(=NN21)CC2=CC=C(C=C2)OC)=O)C (7-(1-acetyl-4-phenylbutyl)-2-(4-methoxybenzyl)-5-methyl-imidazo[5,1-f][1,2,4]triazin-4(3H)-one), [BH4-].[Na+] (sodium borohydride). The product is OC(C)C(CCCC1=CC=CC=C1)C1=NC(=C2C(NC(=NN21)CC2=CC=C(C=C2)OC)=O)C (7-[1-(1-hydroxyethyl)-4-phenyl-butyl]-2-(4-methoxybenzyl)-5-methylimidazo[5,1-f][1,2,4]triazin-4(3H)-one). As a reaction SMILES: [C:1]([CH:4]([C:14]1[N:22]2[C:17]([C:18](=[O:32])[NH:19][C:20]([CH2:23][C:24]3[CH:29]=[CH:28][C:27]([O:30][CH3:31])=[CH:26][CH:25]=3)=[N:21]2)=[C:16]([CH3:33])[N:15]=1)[CH2:5][CH2:6][CH2:7][C:8]1[CH:13]=[CH:12][CH:11]=[CH:10][CH:9]=1)(=[O:3])[CH3:2].[BH4-].[Na+]>>[OH:3][CH:1]([CH:4]([C:14]1[N:22]2[C:17]([C:18](=[O:32])[NH:19][C:20]([CH2:23][C:24]3[CH:29]=[CH:28][C:27]([O:30][CH3:31])=[CH:26][CH:25]=3)=[N:21]2)=[C:16]([CH3:33])[N:15]=1)[CH2:5][CH2:6][CH2:7][C:8]1[CH:9]=[CH:10][CH:11]=[CH:12][CH:13]=1)[CH3:2] |f:1.2|. Reported procedure: 80 mg (0.19 mmol) of 7-(1-acetyl-4-phenylbutyl)-2-(4-methoxybenzyl)-5-methyl-imidazo[5,1-f][1,2,4]triazin-4(3H)-one are reacted analogously to Example 12 with 9 mg (0.19 mmol) of sodium borohydride to give 7-[1-(1-hydroxyethyl)-4-phenyl-butyl]-2-(4-methoxybenzyl)-5-methylimidazo[5,1-f][1,2,4]triazin-4(3H)-one. Yields the product C12C(CC(CC1)C2)NC=2SC1(C(N2)=O)CCN(CC1)C1CCCC1 (2-(Bicyclo[2.2.1]hept-2-ylamino)-8-cyclopentyl-1-thia-3,8-diaza-spiro[4.5]dec-2-en-4-one). Reported procedure: A mixture of methanesulfonic acid 2-[2-(bicyclo[2.2.1]hept-2-ylamino)-5-(2-methanesulfonyloxy-ethyl)-4-oxo-4,5-dihydro-thiazol-5-yl]-ethyl ester (half of the crude product from above) and cyclopentylamine (799 mg, 9.38 mmol) in CH2Cl2 (1.5 mL) was stirred at room temperature for 4 d. Flash column chromatography (silica gel, 0-10% MeOH in CH2Cl2) afforded the title compound as an off-white solid (52 mg). MS (ESI, pos. ion) m/z: 348 (M+H). Reaction conditions: time 4 day. Reactants: C12C(CC(CC1)C2)NC=2SC(C(N2)=O)(CCOS(=O)(=O)C)CCOS(=O)(=O)C (methanesulfonic acid 2-[2-(bicyclo[2.2.1]hept-2-ylamino)-5-(2-methanesulfonyloxy-ethyl)-4-oxo-4,5-dihydro-thiazol-5-yl]-ethyl ester), crude product, C1(CCCC1)N (cyclopentylamine), CO (MeOH). Solvent: C(Cl)Cl (CH2Cl2), C(Cl)Cl (CH2Cl2). As a reaction SMILES: [CH:1]12[CH2:7][CH:4]([CH2:5][CH2:6]1)[CH2:3][CH:2]2[NH:8][C:9]1[S:10][C:11]([CH2:22][CH2:23]OS(C)(=O)=O)([CH2:15][CH2:16]OS(C)(=O)=O)[C:12](=[O:14])[N:13]=1.[CH:29]1([NH2:34])[CH2:33][CH2:32][CH2:31][CH2:30]1.CO>C(Cl)Cl>[CH:1]12[CH2:7][CH:4]([CH2:5][CH2:6]1)[CH2:3][CH:2]2[NH:8][C:9]1[S:10][C:11]2([CH2:22][CH2:23][N:34]([CH:29]3[CH2:33][CH2:32][CH2:31][CH2:30]3)[CH2:16][CH2:15]2)[C:12](=[O:14])[N:13]=1. Reaction SMILES: [Br:1][C:2]1[C:3]([C:12]2[CH:17]=[C:16]([F:18])[CH:15]=[CH:14][C:13]=2[F:19])=[N:4][N:5]([CH3:11])[C:6]=1[C:7]([F:10])([F:9])[F:8].[N+:20]([O-])([OH:22])=[O:21]>>[Br:1][C:2]1[C:3]([C:12]2[CH:17]=[C:16]([F:18])[C:15]([N+:20]([O-:22])=[O:21])=[CH:14][C:13]=2[F:19])=[N:4][N:5]([CH3:11])[C:6]=1[C:7]([F:8])([F:9])[F:10]. Run in ice. Isolated yield 55.0%. Conditions: temperature 28 celsius, time 4 hour. Procedure details: At 15° C., 9.5 g (0.03 mole) 4-bromo-3-(2,5-difluorophenyl)-1-methyl-5-(trifluoromethyl)-1H-pyrazole was slowly added to 100 mL of fuming nitric acid. The reaction warmed to 28° C. over a period of 20 minutes. The reaction mixture was stirred at 30° C. for 4 hours. The mixture was poured into 500 mL of ice. After stirring for 1 hour, the slurry was extracted 3 times with methylene chloride. The methylene chloride extracts were washed with water, dried over anhydrous MgSO4, and concentrated in va... The reactants are BrC=1C(=NN(C1C(F)(F)F)C)C1=C(C=CC(=C1)F)F (4-bromo-3-(2,5-difluorophenyl)-1-methyl-5-(trifluoromethyl)-1H-pyrazole), [N+](=O)(O)[O-] (nitric acid). The product is BrC=1C(=NN(C1C(F)(F)F)C)C1=C(C=C(C(=C1)F)[N+](=O)[O-])F (4-bromo-3-(2,5-difluoro-4-nitrophenyl)-1-methyl-5-(trifluoromethyl)-1H-pyrazole). Starting materials: BrC1=CC=C(C=C1)N1N=C(CC1C1=C(C=CC=C1)Cl)C(O)(C(F)(F)F)C(F)(F)F (1-(4-Bromo-phenyl)-5-(2-chloro-phenyl)-3-[di-(trifluoromethyl)-hydroxy-methyl]-4,5-dihydro-1H-pyrazole), C(C)(C)(C)C1N(CCC(=C1)B1OC(C(O1)(C)C)(C)C)C(=O)O (tert-butyl 4-(4,4,5,5-tetramethyl-1,3,2-dioxaborolan-2-yl)-5,6-dihydropyridin-1(2H)-carboxylic acid), C([O-])([O-])=O.[K+].[K+] (potassium carbonate). Reagents/catalysts: C1=CC=C(C=C1)P([C-]2C=CC=C2)C3=CC=CC=C3.C1=CC=C(C=C1)P([C-]2C=CC=C2)C3=CC=CC=C3.Cl[Pd]Cl.[Fe+2] (Pd(dppf)Cl2). Run in O1CCOCC1 (1,4-dioxane). Reaction conditions: temperature 85 celsius, time 16 hour. Product: ClC1=C(C=CC=C1)C1CC(=NN1C1=CC=C(C=C1)C=1CCN(CC1)C(=O)OC(C)(C)C)C(O)(C(F)(F)F)C(F)(F)F (5-(2-chloro-phenyl)-1-[4-(1-BOC-1,2,3,6-tetrahydropyridin-4-yl)-phenyl]-3-[di-(trifluoromethyl)-hydroxy-methyl]-4,5-dihydro-1H-pyrazole). Yield: 144.0%. Reaction SMILES: Br[C:2]1[CH:7]=[CH:6][C:5]([N:8]2[CH:12]([C:13]3[CH:18]=[CH:17][CH:16]=[CH:15][C:14]=3[Cl:19])[CH2:11][C:10]([C:20]([C:26]([F:29])([F:28])[F:27])([C:22]([F:25])([F:24])[F:23])[OH:21])=[N:9]2)=[CH:4][CH:3]=1.C([CH:34]1[CH:39]=[C:38](B2OC(C)(C)C(C)(C)O2)[CH2:37][CH2:36][N:35]1[C:49]([OH:51])=[O:50])(C)(C)C.C(=O)([O-])[O-].[K+].[K+]>C1C=CC(P(C2C=CC=CC=2)[C-]2C=CC=C2)=CC=1.C1C=CC(P(C2C=CC=CC=2)[C-]2C=CC=C2)=CC=1.Cl[Pd]Cl.[Fe+2].O1CCOCC1>[Cl:19][C:14]1[CH:15]=[CH:16][CH:17]=[CH:18][C:13]=1[CH:12]1[N:8]([C:5]2[CH:4]=[CH:3][C:2]([C:38]3[CH2:37][CH2:36][N:35]([C:49]([O:51][C:13]([CH3:18])([CH3:14])[CH3:12])=[O:50])[CH2:34][CH:39]=3)=[CH:7][CH:6]=2)[N:9]=[C:10]([C:20]([C:26]([F:28])([F:27])[F:29])([C:22]([F:23])([F:24])[F:25])[OH:21])[CH2:11]1 |f:2.3.4,5.6.7.8|. Reported procedure: 1-(4-Bromo-phenyl)-5-(2-chloro-phenyl)-3-[di-(trifluoromethyl)-hydroxy-methyl]-4,5-dihydro-1H-pyrazole (500.0 mg, 1.00 mmol) prepared in Step 5 of Preparation 24, tert-butyl 4-(4,4,5,5-tetramethyl-1,3,2-dioxaborolan-2-yl)-5,6-dihydropyridin-1(2H)-carboxylic acid (370.0 mg, 1.20 mmol), potassium carbonate (690.0 mg, 4.98 mmol), and Pd(dppf)Cl2 (73.0 mg, 0.10 mmol) were added to a mixed solvent of 1,4-dioxane (15.0 mL) and distilled water (4.0 mL). The reaction mixture was stirred at 85° C. for 16... Starting materials: CNCCC1=CC=C(C=C1)NS(=O)(=O)C (N-methyl-4-methanesulphonamidophenethylamine), [N+](=O)([O-])C1=CC=C(OCCBr)C=C1 (2-(4-nitrophenoxy)ethyl bromide), C([O-])([O-])=O.[K+].[K+] (potassium carbonate), [I-].[Na+] (sodium iodide). The solvent is C(C)#N (acetonitrile). Yields the product [N+](=O)([O-])C1=CC=C(OCCN(CCC2=CC=C(C=C2)NS(=O)(=O)C)C)C=C1 (1-(4-Nitrophenoxy)-2-[N-methyl-N-(4-methanesulphonamidophenethyl)amino]ethane). Reaction SMILES: [CH3:1][NH:2][CH2:3][CH2:4][C:5]1[CH:10]=[CH:9][C:8]([NH:11][S:12]([CH3:15])(=[O:14])=[O:13])=[CH:7][CH:6]=1.[N+:16]([C:19]1[CH:28]=[CH:27][C:22]([O:23][CH2:24][CH2:25]Br)=[CH:21][CH:20]=1)([O-:18])=[O:17].C(=O)([O-])[O-].[K+].[K+].[I-].[Na+]>C(#N)C>[N+:16]([C:19]1[CH:28]=[CH:27][C:22]([O:23][CH2:24][CH2:25][N:2]([CH3:1])[CH2:3][CH2:4][C:5]2[CH:6]=[CH:7][C:8]([NH:11][S:12]([CH3:15])(=[O:14])=[O:13])=[CH:9][CH:10]=2)=[CH:21][CH:20]=1)([O-:18])=[O:17] |f:2.3.4,5.6|. Procedure: A solution of N-methyl-4-methanesulphonamidophenethylamine (1.0 g) (see Preparation 8), 2-(4-nitrophenoxy)ethyl bromide (1.2 g) (C.A., 54, 11046a), potassium carbonate (0.67 g) and sodium iodide (0.72 g) in acetonitrile (100 ml) was stirred at reflux for 3 days. On evaporation to dryness, the residual oil was partitioned between water and methylene chloride. After two further extractions with methylene chloride, the organic portions were combined, washed with saturated brine solution, dried over...